From a dataset of the Open Reaction Database (ORD), a public repository of structured organic reaction records. describe an organic reaction: reactants, conditions, products, and yield Reactants: N(=NC(=O)OCC)C(=O)OCC (diethyl azodicarboxylate), OC=1C=C(C(=O)OC)C=CC1OC (methyl 3-hydroxy-4-methoxybenzoate), C(C)(C)O (isopropanol), C1(=CC=CC=C1)P(C1=CC=CC=C1)C1=CC=CC=C1 (triphenylphosphine). Solvent: C(C)(=O)OCC (ethyl acetate). Reaction conditions: time 8 hour. Yields the product C(C)(C)OC=1C=C(C(=O)O)C=CC1OC (3-Isopropoxy-4-methoxybenzoic acid). Yield: 81.6%. RXN SMILES: [OH:1][C:2]1[CH:3]=[C:4]([CH:9]=[CH:10][C:11]=1[O:12][CH3:13])[C:5]([O:7]C)=[O:6].[CH:14](O)([CH3:16])[CH3:15].C1(P(C2C=CC=CC=2)C2C=CC=CC=2)C=CC=CC=1.N(C(OCC)=O)=NC(OCC)=O>C(OCC)(=O)C>[CH:14]([O:1][C:2]1[CH:3]=[C:4]([CH:9]=[CH:10][C:11]=1[O:12][CH3:13])[C:5]([OH:7])=[O:6])([CH3:16])[CH3:15]. Procedure: To a stirred solution of methyl 3-hydroxy-4-methoxybenzoate (3.00 g, 16.5 mmol), isopropanol (1.9 mL, 24.8 mmol) and triphenylphosphine (5.40 g, 20.6 mmol) in ethyl acetate (70 mL) was added, dropwise, diethyl azodicarboxylate (3.9 mL, 25 mmol). The reaction was allowed to proceed overnight and then washed with aqueous sodium bicarbonate solution, dried (sodium sulfate) and concentrated. The resulting yellow oil was taken up in 1:1:1 tetrahydrofuran/methanol/1 N aqueous sodium hydroxide (120 mL)... Reactants: BrC=1C=C(C=C(C1)F)C(CCNC(C(F)(F)F)=O)O (N-(3-(3-bromo-5-fluorophenyl)-3-hydroxypropyl)-2,2,2-trifluoroacetamide), C(=C)C1(CCCCC1)O (1-vinylcyclohexanol). Reagents/catalysts: C(C)(=O)[O-].C(CCC)[N+](CCCC)(CCCC)CCCC (tetrabutyl ammonium acetate), C(C)(=O)[O-].[Pd+2].C(C)(=O)[O-] (palladium acetate). Solvent: CN(C)C=O (DMF). Run at temperature 90 celsius. Yields the product FC(C(=O)NCCC(O)C1=CC(=CC(=C1)\C=C\C1(CCCCC1)O)F)(F)F ((E)-2,2,2-trifluoro-N-(3-(3-fluoro-5-(2-(1-hydroxycyclohexyl)vinyl)phenyl)-3-hydroxypropyl)acetamide). RXN SMILES: Br[C:2]1[CH:3]=[C:4]([CH:9]([OH:19])[CH2:10][CH2:11][NH:12][C:13](=[O:18])[C:14]([F:17])([F:16])[F:15])[CH:5]=[C:6]([F:8])[CH:7]=1.[CH:20]([C:22]1([OH:28])[CH2:27][CH2:26][CH2:25][CH2:24][CH2:23]1)=[CH2:21]>C([O-])(=O)C.C([N+](CCCC)(CCCC)CCCC)CCC.CN(C=O)C.C([O-])(=O)C.[Pd+2].C([O-])(=O)C>[F:15][C:14]([F:17])([F:16])[C:13]([NH:12][CH2:11][CH2:10][CH:9]([C:4]1[CH:3]=[C:2](/[CH:21]=[CH:20]/[C:22]2([OH:28])[CH2:27][CH2:26][CH2:25][CH2:24][CH2:23]2)[CH:7]=[C:6]([F:8])[CH:5]=1)[OH:19])=[O:18] |f:2.3,5.6.7|. Procedure: A mixture of N-(3-(3-bromo-5-fluorophenyl)-3-hydroxypropyl)-2,2,2-trifluoroacetamide (0.58 g, 1.57 mmol), 1-vinylcyclohexanol (0.3 g, 2.38 mmol) and palladium acetate (0.03 g, 0.12 mmol) in tetrabutyl ammonium acetate (1.0 g) and DMF (1 ml) was heated at 90° C. for 1 h. After cooled to room temperature, the reaction mixture was partitioned between water (40 ml) and ethyl acetate (60 ml). Ethyl acetate portion was dried over Na2SO4. Purification by chromatography (40 to 60% EtOAc-hexanes gradient... The reactants are COc1ccccc1N, CC(C)c1ccc(S(=O)(=O)Cl)nc1. Product: COc1ccccc1NS(=O)(=O)c1ccc(C(C)C)cn1. As a reaction SMILES: [CH3:1][O:2][c:3]1[c:4]([NH2:9])[cH:5][cH:6][cH:7][cH:8]1.[CH:10]([CH3:11])([CH3:12])[c:13]1[cH:14][cH:15][c:16]([S:19](=[O:20])(=[O:21])[Cl:22])[n:17][cH:18]1>>[CH3:1][O:2][c:3]1[c:4]([NH:9][S:19]([c:16]2[cH:15][cH:14][c:13]([CH:10]([CH3:11])[CH3:12])[cH:18][n:17]2)(=[O:20])=[O:21])[cH:5][cH:6][cH:7][cH:8]1. Reactants: C(C1=CC=CC=C1)C(C(=O)OCC)(C(=O)OCC)O (diethyl benzyl(hydroxy)propanedioate), [OH-].[K+] (KOH). Solvent: CCO (EtOH). Product: C(C1=CC=CC=C1)[C@@](C(=O)O)(C(=O)OCC)O ((2R)-2-Benzyl-3-ethoxy-2-hydroxy-3-oxopropanoic acid). As a reaction SMILES: [CH2:1]([C:8]([OH:19])([C:14]([O:16]CC)=[O:15])[C:9]([O:11][CH2:12][CH3:13])=[O:10])[C:2]1[CH:7]=[CH:6][CH:5]=[CH:4][CH:3]=1.[OH-].[K+]>CCO>[CH2:1]([C@:8]([OH:19])([C:9]([O:11][CH2:12][CH3:13])=[O:10])[C:14]([OH:16])=[O:15])[C:2]1[CH:3]=[CH:4][CH:5]=[CH:6][CH:7]=1 |f:1.2|. Procedure: To diethyl benzyl(hydroxy)propanedioate (6.3 g) in 50 mL of EtOH (anhydrous) was added KOH (1.5 g). The mixture was stirred at rt over night. After removing the solvent in vacuo, the residue was taken up with 100 mL of ethyl acetate and 150 mL of water. The organic layer was removed. To the aqueous layer containing the potassium salt of the desired product was added 0.2 N HCl until pH=2. The mixture was extracted with 200 mL ethyl acetate. The organic layer was dried with magnesium sulfate and c...